Dataset: the Open Reaction Database (ORD), a public repository of structured organic reaction records. Task: describe an organic reaction: reactants, conditions, products, and yield Reaction SMILES: [CH2:1]([O:8][C:9]1[CH:16]=[CH:15][C:12]([CH:13]=O)=[CH:11][CH:10]=1)[C:2]1[CH:7]=[CH:6][CH:5]=[CH:4][CH:3]=1.[NH2:17][OH:18].Cl.C([O-])(=O)C.[Na+]>C(O)C.O>[CH2:1]([O:8][C:9]1[CH:16]=[CH:15][C:12]([CH:13]=[N:17][OH:18])=[CH:11][CH:10]=1)[C:2]1[CH:7]=[CH:6][CH:5]=[CH:4][CH:3]=1 |f:1.2,3.4|. Run in O (water), C(C)O (ethanol), C(C)O (ethanol), O (water). Starting materials: C(C1=CC=CC=C1)OC1=CC=C(C=O)C=C1 (4-benzyloxy benzaldehyde), NO.Cl (NH2OH—HCl), C(C)(=O)[O-].[Na+] (sodium acetate). Procedure: 4.24 g of 4-benzyloxy benzaldehyde (20 mmol) was dissolved in a 0.2M mixed solution of ethanol and water (3:1,100 ml), followed by stirring. 2.78 g of NH2OH—HCl (40 mmol) and 2.46 g of sodium acetate(30 mmol) were added thereto, and stirred at room temperature for about 30 minutes. Subsequently, the completion of the reaction was confirmed by liquid chromatography, and water and ethanol were removed by distillation under reduced pressure to obtain a pale yellow solid compound. The pale yellow so... Product: C(C1=CC=CC=C1)OC1=CC=C(C=NO)C=C1 (4-benzyloxy-benzaldehyde oxime). Starting materials: CC(=O)N1CCc2c(Br)ccc([N+](=O)[O-])c2C1, C1CCOC1, CC(=O)OC(C)=O, [H][H]. Product: CC(=O)Nc1ccc(Br)c2c1CN(C(C)=O)CC2. Reaction SMILES: [Br:1][c:2]1[c:3]2[c:8]([c:9]([N+:12]([O-:13])=[O:14])[cH:10][cH:11]1)[CH2:7][N:6]([C:15]([CH3:16])=[O:17])[CH2:5][CH2:4]2.[CH2:27]1[O:28][CH2:29][CH2:30][CH2:31]1.[CH3:20][C:21](=[O:22])[O:23][C:24](=[O:25])[CH3:26].[H:18][H:19]>>[Br:1][c:2]1[c:3]2[c:8]([c:9]([NH:12][C:21]([CH3:20])=[O:22])[cH:10][cH:11]1)[CH2:7][N:6]([C:15]([CH3:16])=[O:17])[CH2:5][CH2:4]2. Reactants: CCI, CCO, COc1ccc[nH]c1=O, [K+], [OH-]. Product: CCn1cccc(OC)c1=O. RXN SMILES: [CH2:12]([CH3:13])[I:14].[CH3:15][CH2:16][OH:17].[CH3:1][O:2][c:3]1[c:4](=[O:9])[nH:5][cH:6][cH:7][cH:8]1.[K+:11].[OH-:10]>>[CH3:1][O:2][c:3]1[c:4](=[O:9])[n:5]([CH2:12][CH3:13])[cH:6][cH:7][cH:8]1. Starting materials: CN(C)C=O, Cc1ccccc1, Cc1ccc(C(C)(C)CO)cc1, FCCOc1ccc(CCl)cc1, [H-], [Na+], O. Reaction SMILES: [CH3:15][N:16]([CH3:17])[CH:18]=[O:19].[CH3:32][c:33]1[cH:34][cH:35][cH:36][cH:37][cH:38]1.[CH3:3][c:4]1[cH:5][cH:6][c:7]([C:10]([CH2:11][OH:12])([CH3:13])[CH3:14])[cH:8][cH:9]1.[F:20][CH2:21][CH2:22][O:23][c:24]1[cH:25][cH:26][c:27]([CH2:28][Cl:29])[cH:30][cH:31]1.[H-:1].[Na+:2].[OH2:39]>>[CH3:3][c:4]1[cH:5][cH:6][c:7]([C:10]([CH2:11][O:12][CH2:28][c:27]2[cH:26][cH:25][c:24]([O:23][CH2:22][CH2:21][F:20])[cH:31][cH:30]2)([CH3:13])[CH3:14])[cH:8][cH:9]1. Product: Cc1ccc(C(C)(C)COCc2ccc(OCCF)cc2)cc1. Starting materials: O=C([O-])[O-], CC1(C)c2cccc(P(c3ccccc3)c3ccccc3)c2Oc2c(P(c3ccccc3)c3ccccc3)cccc21, CC1(C)C=C(c2ccc(Cl)cc2)c2ccc(OS(=O)(=O)C(F)(F)F)cc2O1, [Cs+], [Cs+], C1COCCO1, CS(N)(=O)=O. Yields the product CC1(C)C=C(c2ccc(Cl)cc2)c2ccc(NS(C)(=O)=O)cc2O1. As a reaction SMILES: [C:33](=[O:34])([O-:35])[O-:36].[CH3:39][C:40]1([CH3:41])[c:42]2[cH:43][cH:44][cH:45][c:46]([P:47]([c:48]3[cH:49][cH:50][cH:51][cH:52][cH:53]3)[c:54]3[cH:55][cH:56][cH:57][cH:58][cH:59]3)[c:60]2[O:61][c:62]2[c:63]1[cH:64][cH:65][cH:66][c:67]2[P:68]([c:69]1[cH:70][cH:71][cH:72][cH:73][cH:74]1)[c:75]1[cH:76][cH:77][cH:78][cH:79][cH:80]1.[Cl:1][c:2]1[cH:3][cH:4][c:5]([C:8]2=[CH:9][C:10]([CH3:26])([CH3:27])[O:11][c:12]3[cH:13][c:14]([O:18][S:19]([C:20]([F:21])([F:22])[F:23])(=[O:24])=[O:25])[cH:15][cH:16][c:17]32)[cH:6][cH:7]1.[Cs+:37].[Cs+:38].[O:81]1[CH2:82][CH2:83][O:84][CH2:85][CH2:86]1.[S:28](=[O:29])(=[O:30])([CH3:31])[NH2:32]>>[Cl:1][c:2]1[cH:3][cH:4][c:5]([C:8]2=[CH:9][C:10]([CH3:26])([CH3:27])[O:11][c:12]3[cH:13][c:14]([NH:32][S:28](=[O:29])(=[O:30])[CH3:31])[cH:15][cH:16][c:17]32)[cH:6][cH:7]1. The reactants are CC(C)(C)OC(=O)NC1CCNCC1, C1=CC(=CC(=C1)Br)[N+](=O)[O-]. The reagents and catalysts are C(=O)([O-])[O-].[Cs+].[Cs+], C1=CC=C(C=C1)P(C2=CC=CC=C2)C3=C(C4=CC=CC=C4C=C3)C5=C(C=CC6=CC=CC=C65)P(C7=CC=CC=C7)C8=CC=CC=C8, C1=CC=C(C=C1)/C=C/C(=O)/C=C/C2=CC=CC=C2.C1=CC=C(C=C1)/C=C/C(=O)/C=C/C2=CC=CC=C2.C1=CC=C(C=C1)/C=C/C(=O)/C=C/C2=CC=CC=C2.[Pd].[Pd]. Solvent: CC1=CC=CC=C1. Reaction conditions: temperature 95 celsius. Product: CC(C)(C)OC(=O)NC1CCN(CC1)C2=CC(=CC=C2)[N+](=O)[O-]. The yield is 56.6%. Reported procedure: A 100 mL round bottom flask was charged with a magnetic stir bar, 1-bromo-3-nitrobenzene (1.000 g, 4.95 mmol), [Reactants], Pd2dba3 (0.227 g, 0.25 mmol), BINAP (0.308 g, 0.50 mmol), Cs2CO3 (4.03 g, 12.38 mmol), and toluene (19.80 ml). The vessel was capped with a septum, placed under an atmosphere of argon, and placed in an oil bath heated to 95 °C. The reaction was allowed to stir at this temperature for 16 h before being allowed to cool to rt. The reaction mixture was poured into a separatory ... Reactants: O=C([O-])[O-], C=C(C)CCl, [K+], [K+], CN(C)C=O, CNc1cc(O)c(C(=O)OC)cc1[N+](=O)[O-]. Yields the product C=C(C)COc1cc(NC)c([N+](=O)[O-])cc1C(=O)OC. RXN SMILES: [C:22](=[O:23])([O-:24])[O-:25].[CH2:17]([C:18]([CH3:19])=[CH2:20])[Cl:21].[K+:26].[K+:27].[O:28]=[CH:29][N:30]([CH3:31])[CH3:32].[OH:1][c:2]1[c:3]([C:4](=[O:5])[O:6][CH3:7])[cH:8][c:9]([N+:14](=[O:15])[O-:16])[c:10]([NH:12][CH3:13])[cH:11]1>>[O:1]([c:2]1[c:3]([C:4](=[O:5])[O:6][CH3:7])[cH:8][c:9]([N+:14](=[O:15])[O-:16])[c:10]([NH:12][CH3:13])[cH:11]1)[CH2:20][C:18](=[CH2:17])[CH3:19]. Run in O1CCCC1 (tetrahydrofuran), CO (methanol). RXN SMILES: [Cl:1][C:2]1[CH:7]=[C:6]([Cl:8])[CH:5]=[CH:4][C:3]=1[NH:9][C:10]1[N:14]([CH2:15][CH2:16][C:17]([O:19]CC)=[O:18])[C:13]2[C:22]([N:26]([CH2:29][CH3:30])[CH2:27][CH3:28])=[CH:23][CH:24]=[CH:25][C:12]=2[N:11]=1.[OH-].[Na+].Cl>O1CCCC1.CO>[Cl:1][C:2]1[CH:7]=[C:6]([Cl:8])[CH:5]=[CH:4][C:3]=1[NH:9][C:10]1[N:14]([CH2:15][CH2:16][C:17]([OH:19])=[O:18])[C:13]2[C:22]([N:26]([CH2:27][CH3:28])[CH2:29][CH3:30])=[CH:23][CH:24]=[CH:25][C:12]=2[N:11]=1 |f:1.2|. Reported procedure: To a solution of ethyl 3-[2-[2,4-dichlorophenyl)amino]-7-(diethylamino)-1H-benzimidazol-1-yl]propanoate (Reference Example 28; 100 mg, 0.223 mmol) in a mixture of tetrahydrofuran (2 mL) and methanol (1 mL) was added 1N sodium hydroxide solution (0.446 mL, 0.446 mmol) at 0° C. After the resultant mixture was stirred at room temperature for 1 hr, the mixture was neutralized with 1N hydrochloric acid and extracted with ethyl acetate. The combined organic layer was washed with brine, dried over anhy... The yield is 78.0%. Product: ClC1=C(C=CC(=C1)Cl)NC1=NC2=C(N1CCC(=O)O)C(=CC=C2)N(CC)CC (3-[2-[(2,4-Dichlorophenyl)amino]-7-(diethylamino)-1H-benzimidazol-1-yl]propanoic acid). Starting materials: ClC1=C(C=CC(=C1)Cl)NC1=NC2=C(N1CCC(=O)OCC)C(=CC=C2)N(CC)CC (Ethyl 3-[2-[(2,4-dichlorophenyl)amino]-7-(diethylamino)-1H-benzimidazol-1-yl]propanoate), Cl (hydrochloric acid), [OH-].[Na+] (sodium hydroxide), resultant mixture. Reactants: OCCBr, O=C([O-])[O-], CCC(C)=O, Cl, [K+], [K+], O=c1[nH]cc(C2CCNCC2)c2ccccc12, O. Yields the product O=c1[nH]cc(C2CCN(CCO)CC2)c2ccccc12. As a reaction SMILES: [Br:25][CH2:26][CH2:27][OH:28].[C:19](=[O:20])([O-:21])[O-:22].[CH3:29][C:30](=[O:31])[CH2:32][CH3:33].[ClH:1].[K+:23].[K+:24].[NH:2]1[CH2:3][CH2:4][CH:5]([c:8]2[cH:9][nH:10][c:11](=[O:18])[c:12]3[cH:13][cH:14][cH:15][cH:16][c:17]23)[CH2:6][CH2:7]1.[OH2:34]>>[N:2]1([CH2:26][CH2:27][OH:28])[CH2:3][CH2:4][CH:5]([c:8]2[cH:9][nH:10][c:11](=[O:18])[c:12]3[cH:13][cH:14][cH:15][cH:16][c:17]23)[CH2:6][CH2:7]1. Reactants: CCOC(C)=O, CC(=O)O, F, O=[N+]([O-])c1ccc(OC(F)(F)C(F)F)c(F)c1, [Fe], O. Product: Nc1ccc(OC(F)(F)C(F)F)c(F)c1. RXN SMILES: [CH3:20][CH2:21][O:22][C:23](=[O:24])[CH3:25].[CH3:26][C:27](=[O:28])[OH:29].[F:18].[F:1][c:2]1[cH:3][c:4]([N+:15]([O-:16])=[O:17])[cH:5][cH:6][c:7]1[O:8][C:9]([CH:10]([F:11])[F:12])([F:13])[F:14].[Fe:30].[OH2:19]>>[F:1][c:2]1[cH:3][c:4]([NH2:15])[cH:5][cH:6][c:7]1[O:8][C:9]([CH:10]([F:11])[F:12])([F:13])[F:14].